Dataset: the Open Reaction Database (ORD), a public repository of structured organic reaction records. Task: describe an organic reaction: reactants, conditions, products, and yield Starting materials: NC(CCN(CC)CC)C1=CC=CC=C1 (N-(3-amino-3-phenylpropyl)-N,N-diethylamine), N1=C(CC(=O)Cl)C=CC2=CC=CC=C12 (quinaldinoyl chloride). Yields the product C(C)N(CCC(C1=CC=CC=C1)NC(=O)CC1=NC2=CC=CC=C2C=C1)CC (N-(3-diethylamino-1-phenylpropyl)quinaldinamide). Isolated yield 95.9%. RXN SMILES: [NH2:1][CH:2]([C:10]1[CH:15]=[CH:14][CH:13]=[CH:12][CH:11]=1)[CH2:3][CH2:4][N:5]([CH2:8][CH3:9])[CH2:6][CH3:7].[N:16]1[C:29]2[C:24](=[CH:25][CH:26]=[CH:27][CH:28]=2)[CH:23]=[CH:22][C:17]=1[CH2:18][C:19](Cl)=[O:20]>>[CH2:8]([N:5]([CH2:6][CH3:7])[CH2:4][CH2:3][CH:2]([NH:1][C:19]([CH2:18][C:17]1[CH:22]=[CH:23][C:24]2[C:29](=[CH:28][CH:27]=[CH:26][CH:25]=2)[N:16]=1)=[O:20])[C:10]1[CH:11]=[CH:12][CH:13]=[CH:14][CH:15]=1)[CH3:9]. Reported procedure: The procedure of Example 1 was repeated using 618 mg (3.0 mmol.) of N-(3-amino-3-phenylpropyl)-N,N-diethylamine and 575 mg (3.0 mmol.) of quinaldinoyl chloride, to obtain 1.08 g (yield: 100%) of the subject compound as a pale yellow oily product. Reactants: ClC1=C(C=CC2=C1C(N(CCO2)CC=2C(NC(=CC2C)C)=O)=O)O (6-chloro-4-[(4,6-dimethyl-2-oxo-1,2-dihydropyridin-3-yl)methyl]-7-hydroxy-3,4-dihydro-1,4-benzoxazepin-5(2H)-one), FC(COS(=O)(=O)C1=CC=C(C=C1)C)(F)F (toluene-4-sulfonic acid 2,2,2-trifluoro-ethyl ester), C([O-])([O-])=O.[K+].[K+] (potassium carbonate). The solvent is CN(C)C=O (DMF). Run at temperature 150 celsius. Yields the product ClC1=C(C=CC2=C1C(N(CCO2)CC=2C(NC(=CC2C)C)=O)=O)OCC(F)(F)F (6-chloro-4-[(4,6-dimethyl-2-oxo-1,2-dihydropyridin-3-yl)methyl]-7-(2,2,2-trifluoroethoxy)-3,4-dihydro-1,4-benzoxazepin-5(2H)-one). The yield is 14.6%. As a reaction SMILES: [Cl:1][C:2]1[C:7]2[C:8](=[O:23])[N:9]([CH2:13][C:14]3[C:15](=[O:22])[NH:16][C:17]([CH3:21])=[CH:18][C:19]=3[CH3:20])[CH2:10][CH2:11][O:12][C:6]=2[CH:5]=[CH:4][C:3]=1[OH:24].[F:25][C:26]([F:40])([F:39])[CH2:27]OS(C1C=CC(C)=CC=1)(=O)=O.C(=O)([O-])[O-].[K+].[K+]>CN(C=O)C>[Cl:1][C:2]1[C:7]2[C:8](=[O:23])[N:9]([CH2:13][C:14]3[C:15](=[O:22])[NH:16][C:17]([CH3:21])=[CH:18][C:19]=3[CH3:20])[CH2:10][CH2:11][O:12][C:6]=2[CH:5]=[CH:4][C:3]=1[O:24][CH2:27][C:26]([F:40])([F:39])[F:25] |f:2.3.4|. Procedure: A mixture of 6-chloro-4-[(4,6-dimethyl-2-oxo-1,2-dihydropyridin-3-yl)methyl]-7-hydroxy-3,4-dihydro-1,4-benzoxazepin-5(2H)-one (124d, 100 mg, 0.287 mmol), toluene-4-sulfonic acid 2,2,2-trifluoro-ethyl ester (73.0 mg, 0.287 mmol), potassium carbonate (79.0 mg, 0.574 mmol), and anhydrous DMF (6 mL) was heated at 150° C. for 45 minutes in the microwave. After cooling to room temperature, the reaction mixture was partitioned between ethyl acetate (50 mL) and water (50 mL). The organic phase was separ... Run at temperature 0 celsius, time 19 hour. The solvent is CN(C)C=O (DMF). Reactants: NC1=C(C=NN1C=1C=C(C(=O)O)C=CC1C)C(C1=CC=CC=C1)=O (3-(5-amino-4-benzoyl-pyrazol-1-yl)-4-methyl-benzoic acid), C(C)(C)(C)OC(NN)=O (t-butylcarbazate), CCN=C=NCCCN(C)C (EDCI), C=1C=CC2=C(C1)N=NN2O (HOBt), [Cl-].[Na+].O (brine). RXN SMILES: NC1N([C:7]2[CH:8]=[C:9]([CH:13]=[CH:14][C:15]=2C)[C:10]([OH:12])=[O:11])N=CC=1C(=O)C1C=CC=CC=1.[C:25]([O:29][C:30](=O)NN)([CH3:28])(C)C.CCN=C=NC[CH2:40][CH2:41][N:42]([CH3:44])C.[CH:45]1C=CC2N(O)N=NC=2[CH:50]=1.[Cl-].[Na+].[OH2:57]>CN(C=O)C>[CH2:45]([O:12][C:10](=[O:11])[C:9]1[CH:13]=[CH:14][CH:15]=[C:7]([O:57][CH2:40][CH2:41][N:42]2[CH2:28][CH2:25][O:29][CH2:30][CH2:44]2)[CH:8]=1)[CH3:50] |f:4.5.6|. Product: C(C)OC(C1=CC(=CC=C1)OCCN1CCOCC1)=O (3-(2-morpholin-4-yl-ethoxy)-benzoic acid ethyl ester). Reported procedure: To DMF (10 mL) at rt was added 3-(5-amino-4-benzoyl-pyrazol-1-yl)-4-methyl-benzoic acid 1 (0.50 g, 1.56 mmol, 1.0 eq), t-butylcarbazate (0.206 g, 1.56 mmol, 1.0 eq), EDCI (0.313 g, 1.63 mmol, 1.05 eq) and HOBt (0.238 g, 1.56 mmol, 1.0 eq). The reaction was stirred for 19 h, poured into brine (100 mL) and extracted with EtOAc (2×20 mL). The organic extracts were combined were washed with brine (1×20 mL). The brine layer was separated and extacted with EtOAc (1×10 mL). All organic extracts were co... Yield: 26.0%.